From a dataset of the Open Reaction Database (ORD), a public repository of structured organic reaction records. describe an organic reaction: reactants, conditions, products, and yield The reactants are ClC1=CC=C(CN2C(=NC=3N(C(N(C(C23)=O)CC(C)=O)=O)C)OC2=CC(=CC=C2)OC(F)(F)F)C=C1 (7-(4-chlorobenzyl)-3-methyl-1-(2-oxopropyl)-8-(3-(trifluoromethoxy)phenoxy)-1H-purine-2,6(3H,7H)-dione), C1CCOC1 (THF), C(CC)[Mg]Br (propyl magnesium bromide), C1CCOC1 (THF). Run in O (water). Reaction conditions: temperature 0 celsius, time 15 minute. The product is ClC1=CC=C(CN2C(=NC=3N(C(N(C(C23)=O)CC(CCC)(C)O)=O)C)OC2=CC(=CC=C2)OC(F)(F)F)C=C1 (7-(4-chlorobenzyl)-1-(2-hydroxy-2-methylpentyl)-3-methyl-8-(3-(trifluoromethoxy)phenoxy)-1H-purine-2,6(3H,7H)-dione). Isolated yield 32.0%. RXN SMILES: [Cl:1][C:2]1[CH:36]=[CH:35][C:5]([CH2:6][N:7]2[C:15]3[C:14](=[O:16])[N:13]([CH2:17][C:18](=[O:20])[CH3:19])[C:12](=[O:21])[N:11]([CH3:22])[C:10]=3[N:9]=[C:8]2[O:23][C:24]2[CH:29]=[CH:28][CH:27]=[C:26]([O:30][C:31]([F:34])([F:33])[F:32])[CH:25]=2)=[CH:4][CH:3]=1.[CH2:37]([Mg]Br)[CH2:38]C.[CH2:42]1COCC1>O>[Cl:1][C:2]1[CH:3]=[CH:4][C:5]([CH2:6][N:7]2[C:15]3[C:14](=[O:16])[N:13]([CH2:17][C:18]([OH:20])([CH3:42])[CH2:19][CH2:37][CH3:38])[C:12](=[O:21])[N:11]([CH3:22])[C:10]=3[N:9]=[C:8]2[O:23][C:24]2[CH:29]=[CH:28][CH:27]=[C:26]([O:30][C:31]([F:34])([F:32])[F:33])[CH:25]=2)=[CH:35][CH:36]=1. Reported procedure: 7-(4-Chlorobenzyl)-3-methyl-1-(2-oxopropyl)-8-(3-(trifluoromethoxy)phenoxy)-1H-purine-2,6(3H,7H)-dione (0.25 g, 0.48 mmol, example 348) was dissolved in THF (6 mL), cooled to 0° C. and 2.0 M propyl magnesium bromide in THF (0.36 mL, 0.72 mmol) was added drop wise. The reaction was stirred in the cold for 15 min then warmed to room temperature and stirred 1 h. The reaction was diluted with water (100 mL) and extracted with ethyl acetate (3×75 mL). The combined extracts were dried with magnesium s... Reactants: C(=O)(OC)[C@@H]1[C@H]2CC[C@@H](C[C@@H]1C1=CC=C(C=C1)[Si](C)(C)C)N2C (2β-Carbomethoxy-3β-(4′-trimethylsilylphenyl)tropane), methyl ester, FC1=CC=C(C=C1)[Mg]Br (4-fluorophenylmagnesium bromide). The product is C(=O)(OC)[C@@H]1[C@H]2CC[C@@H](C[C@@H]1C1=CC=C(C=C1)F)N2C (2β-Carbomethoxy-3β(4′-fluorophenyl)tropane). RXN SMILES: [C:1]([C@H:5]1[C@@H:11]([C:12]2[CH:17]=[CH:16][C:15]([Si](C)(C)C)=[CH:14][CH:13]=2)[CH2:10][C@H:9]2[N:22]([CH3:23])[C@@H:6]1[CH2:7][CH2:8]2)([O:3][CH3:4])=[O:2].[F:24]C1C=CC([Mg]Br)=CC=1>>[C:1]([C@H:5]1[C@@H:11]([C:12]2[CH:17]=[CH:16][C:15]([F:24])=[CH:14][CH:13]=2)[CH2:10][C@H:9]2[N:22]([CH3:23])[C@@H:6]1[CH2:7][CH2:8]2)([O:3][CH3:4])=[O:2]. Reported procedure: This compound was synthesized using a similar reaction as 2β-Carbomethoxy-3β-(4′-trimethylsilylphenyl)tropane starting with anhydroecognine methyl ester and 4-fluorophenylmagnesium bromide.